Dataset: the Open Reaction Database (ORD), a public repository of structured organic reaction records. Task: describe an organic reaction: reactants, conditions, products, and yield Reactants: OC1CCN(CC1)C=1C=C2CCC(NC2=CC1)=O (6-(4-hydroxypiperidino)-3,4-dihydrocarbostyril), N(=O)[O-].[Na+] (sodium nitrite), O (water), CO.C(Cl)(Cl)Cl (methanol chloroform). Run in C(C)(=O)O (acetic acid). Conditions: time 1 hour. Product: OC1CCN(CC1)C=1C=C2CCC(NC2=CC1[N+](=O)[O-])=O (6-(4-hydroxypiperidino) 7-nitro-3,4-dihydrocarbostyril), OC1CCN(CC1)C=1C(=C2CCC(NC2=CC1)=O)[N+](=O)[O-] (6-(4-hydroxypiperidino)-5-nitro-3,4 dihydrocarbostyril). As a reaction SMILES: [OH:1][CH:2]1[CH2:7][CH2:6][N:5]([C:8]2[CH:9]=[C:10]3[C:15](=[CH:16][CH:17]=2)[NH:14][C:13](=[O:18])[CH2:12][CH2:11]3)[CH2:4][CH2:3]1.[N:19]([O-:21])=[O:20].[Na+].O.CO.C(Cl)(Cl)Cl>C(O)(=O)C>[OH:1][CH:2]1[CH2:7][CH2:6][N:5]([C:8]2[CH:9]=[C:10]3[C:15](=[CH:16][C:17]=2[N+:19]([O-:21])=[O:20])[NH:14][C:13](=[O:18])[CH2:12][CH2:11]3)[CH2:4][CH2:3]1.[OH:1][CH:2]1[CH2:7][CH2:6][N:5]([C:8]2[C:9]([N+:19]([O-:21])=[O:20])=[C:10]3[C:15](=[CH:16][CH:17]=2)[NH:14][C:13](=[O:18])[CH2:12][CH2:11]3)[CH2:4][CH2:3]1 |f:1.2,4.5|. Reported procedure: To a solution of 3.1 g of 6-(4-hydroxypiperidino)-3,4-dihydrocarbostyril in 60 ml of acetic acid was added 1.7 g of sodium nitrite. After stirring at room temperature for 1 hr, water and a 17% methanol-chloroform mixture was added to the reaction mixture. The organic layer was washed with water, dried, and evaporated under a reduced pressure. The crude mixture was purified by a silica gel column chromatography and recrystallized from 2-propanol to give 1.1 g of 6-(4-hydroxypiperidino) 7-nitro-3,...